From a dataset of the Open Reaction Database (ORD), a public repository of structured organic reaction records. describe an organic reaction: reactants, conditions, products, and yield The reactants are [NH4+].[OH-] (NH4OH), O=C1NC2=C(OC3=C1C=CC=C3)C=CC=C2 (11-oxo-dibenz[b,f][1,4]oxazepine), C(C1=CC=CC=C1)N1[C@@H]2CN[C@H](C1)C2 ((1S,4S)-2-benzyl-2,5-diazabicyclo(2.2.1)heptane). Reagents/catalysts: Cl[Ti](Cl)(Cl)Cl (TiCl4). The solvent is C1(=CC=CC=C1)C (toluene). Product: C(C1=CC=CC=C1)N1C2CN(C(C1)C2)C2=NC1=C(OC3=C2C=CC=C3)C=CC=C1 (11-(2-benzyl-2,5-diazabicyclo(2.2.1) hept-5-yl)-dibenz[b,f][1,4]oxazepine). The yield is 49.1%. RXN SMILES: O=[C:2]1[C:8]2[CH:9]=[CH:10][CH:11]=[CH:12][C:7]=2[O:6][C:5]2[CH:13]=[CH:14][CH:15]=[CH:16][C:4]=2[NH:3]1.[CH2:17]([N:24]1[CH2:29][C@@H:28]2[CH2:30][C@H:25]1[CH2:26][NH:27]2)[C:18]1[CH:23]=[CH:22][CH:21]=[CH:20][CH:19]=1.[NH4+].[OH-]>C1(C)C=CC=CC=1.Cl[Ti](Cl)(Cl)Cl>[CH2:17]([N:24]1[CH2:29][CH:28]2[CH2:30][CH:25]1[CH2:26][N:27]2[C:2]1[C:8]2[CH:9]=[CH:10][CH:11]=[CH:12][C:7]=2[O:6][C:5]2[CH:13]=[CH:14][CH:15]=[CH:16][C:4]=2[N:3]=1)[C:18]1[CH:19]=[CH:20][CH:21]=[CH:22][CH:23]=1 |f:2.3|. Reported procedure: To a solution of 11-oxo-dibenz[b,f][1,4]oxazepine (Aldrich) (0.149 g, 0.0007 mol) in dry toluene (10 mL), was added (1S,4S)-2-benzyl-2,5-diazabicyclo(2.2.1)heptane (0.54 g, 0.003 mol) and TiCl4 (0.75 mL, 0.0008 mol) via syringe. The mixture was stirred at room temperature for 30 rain then refluxed for 5 hrs. The reaction mixture was cooled and dumped into conc. NH4OH and extracted with CHCl3. The combined organic phases were dried (MgSO4) and concentrated in vacuo. The crude material was chromat...